From a dataset of the Open Reaction Database (ORD), a public repository of structured organic reaction records. describe an organic reaction: reactants, conditions, products, and yield The reactants are CN(C)C=O, O=c1[nH]cnc2cc(F)ccc12, [H-], [Na+], OCc1ccccc1. The product is O=c1[nH]cnc2cc(OCc3ccccc3)ccc12. As a reaction SMILES: [CH3:23][N:24]([CH3:25])[CH:26]=[O:27].[F:11][c:12]1[cH:13][cH:14][c:15]2[c:16](=[O:22])[nH:17][cH:18][n:19][c:20]2[cH:21]1.[H-:9].[Na+:10].[OH:1][CH2:2][c:3]1[cH:4][cH:5][cH:6][cH:7][cH:8]1>>[O:1]([CH2:2][c:3]1[cH:4][cH:5][cH:6][cH:7][cH:8]1)[c:12]1[cH:13][cH:14][c:15]2[c:16](=[O:22])[nH:17][cH:18][n:19][c:20]2[cH:21]1. Reaction SMILES: [Cl:1][C:2]1[CH:7]=[CH:6][C:5]([Cl:8])=[CH:4][C:3]=1[O:9][CH:10]([C:15]1[CH:20]=[CH:19][CH:18]=[CH:17][CH:16]=1)[CH2:11][CH2:12][CH2:13]Cl.[C:21]([O:25][C:26]([N:28]1[CH2:33][CH2:32][NH:31][CH2:30][CH2:29]1)=[O:27])([CH3:24])([CH3:23])[CH3:22].[I-].[K+].O>CN1CCCC1>[Cl:1][C:2]1[CH:7]=[CH:6][C:5]([Cl:8])=[CH:4][C:3]=1[O:9][CH:10]([C:15]1[CH:20]=[CH:19][CH:18]=[CH:17][CH:16]=1)[CH2:11][CH2:12][CH2:13][N:31]1[CH2:30][CH2:29][N:28]([C:26]([O:25][C:21]([CH3:24])([CH3:23])[CH3:22])=[O:27])[CH2:33][CH2:32]1 |f:2.3|. Reported procedure: A solution of the product from Example 22 step (b) (0.20 g, 0.61 mmol), 1-tert-butoxycarbonylpiperazine (0.34 g, 1.83 mmol) and potassium iodide (0.051 mg, 0.31 mmol) in N-methylpyrrolidine was heated to 100° C. in a sealed vessel and stirred for 4 h. The reaction was cooled and poured into water (50 ml) and the mixture extracted with ethyl acetate (3×50 ml). The combined organic extracts were washed with water (3×30 ml), dried (magnesium sulphate) and evaporated to leave an oily residue (0.20 g... Run at time 4 hour. Solvent: CN1CCCC1 (N-methylpyrrolidine). The reactants are O (water), ClC1=C(C=C(C=C1)Cl)OC(CCCCl)C1=CC=CC=C1 (1,4-Dichloro-2-(4-chloro-1-phenylbutoxy)benzene), C(C)(C)(C)OC(=O)N1CCNCC1 (1-tert-butoxycarbonylpiperazine), [I-].[K+] (potassium iodide). Isolated yield 68.4%. Product: ClC1=C(OC(CCCN2CCN(CC2)C(=O)OC(C)(C)C)C2=CC=CC=C2)C=C(C=C1)Cl (1,1-Dimethylethy 4-[4-(2,5-dichlorophenoxy)-4-phenylbutyl]-1-piperazinecarboxylate). Reaction SMILES: [NH2:1][C:2]1[N:7]=[C:6]([O:8][CH3:9])[C:5]([C:10]2[N:14]([CH:15]([CH3:17])[CH3:16])[C:13]3[CH:18]([C:39]4[CH:46]=[CH:45][C:42]([C:43]#[N:44])=[CH:41][CH:40]=4)[N:19]([C:22]4[C:23](=[O:38])[N:24](CC5C=CC(OC)=CC=5)[CH:25]=[C:26]([Cl:28])[CH:27]=4)[C:20](=[O:21])[C:12]=3[CH:11]=2)=[CH:4][N:3]=1>C(O)(C(F)(F)F)=O>[NH2:1][C:2]1[N:7]=[C:6]([O:8][CH3:9])[C:5]([C:10]2[N:14]([CH:15]([CH3:17])[CH3:16])[C:13]3[CH:18]([C:39]4[CH:40]=[CH:41][C:42]([C:43]#[N:44])=[CH:45][CH:46]=4)[N:19]([C:22]4[C:23](=[O:38])[NH:24][CH:25]=[C:26]([Cl:28])[CH:27]=4)[C:20](=[O:21])[C:12]=3[CH:11]=2)=[CH:4][N:3]=1. Solvent: C(=O)(C(F)(F)F)O (TFA). Starting materials: NC1=NC=C(C(=N1)OC)C1=CC2=C(N1C(C)C)C(N(C2=O)C=2C(N(C=C(C2)Cl)CC2=CC=C(C=C2)OC)=O)C2=CC=C(C#N)C=C2 (4-{2-(2-amino-4-methoxy-pyrimidin-5-yl)-5-[5-chloro-1-(4-methoxy-benzyl)-2-oxo-1,2-dihydro-pyridin-3-yl]-1-isopropyl-4-oxo-1,4,5,6-tetrahydro-pyrrolo[3,4-b]pyrrol-6-yl}-benzonitrile). Procedure: A solution of 4-{2-(2-amino-4-methoxy-pyrimidin-5-yl)-5-[5-chloro-1-(4-methoxy-benzyl)-2-oxo-1,2-dihydro-pyridin-3-yl]-1-isopropyl-4-oxo-1,4,5,6-tetrahydro-pyrrolo[3,4-b]pyrrol-6-yl}-benzonitrile (Step 125.1) (0.137 mmol) in TFA (1 mL) was stirred at 100° C. for 30 min and then the reaction mixture was concentrated. The residue was purified by flash chromatography to afford the title compound as a white solid. ESI-MS: tR=0.75 min, [M+]+516/518 (LC-MS 1). Yields the product NC1=NC=C(C(=N1)OC)C1=CC2=C(N1C(C)C)C(N(C2=O)C=2C(NC=C(C2)Cl)=O)C2=CC=C(C#N)C=C2 (4-[2-(2-Amino-4-methoxy-pyrimidin-5-yl)-5-(5-chloro-2-oxo-1,2-dihydro-pyridin-3-yl)-1-isopropyl-4-oxo-1,4,5,6-tetrahydro-pyrrolo[3,4-b]pyrrol-6-yl]-benzonitrile). The reactants are ClC=1C(=CC(NC1)=O)O (5-chloro-4-hydroxy-2-pyridone), C(C)(=O)Cl (acetyl chloride). The solvent is N1=CC=CC=C1 (pyridine). Yields the product C(C)(=O)OC1=CC(NC=C1Cl)=O (4-acetoxy-5-chloro-2-pyridone). The yield is 52.0%. RXN SMILES: [Cl:1][C:2]1[C:3]([OH:9])=[CH:4][C:5](=[O:8])[NH:6][CH:7]=1.[C:10](Cl)(=[O:12])[CH3:11]>N1C=CC=CC=1>[C:10]([O:9][C:3]1[C:2]([Cl:1])=[CH:7][NH:6][C:5](=[O:8])[CH:4]=1)(=[O:12])[CH3:11]. Procedure: A 5.00 g quantity of 5-chloro-4-hydroxy-2-pyridone and 3.66 ml of acetyl chloride were stirred in 250 ml of pyridine at room temperature for 3 hours. The reaction mixture was then concentrated and the concentrate was washed with ethyl acetate and water to produce 3.39 g of the title compound in a yield of 52%. Yields the product CCN(Cc1cc(C(F)(F)F)ccc1-c1cc(CC(=O)O)cnc1OC)C(=O)C1CC1. The reactants are B, CCN(Cc1cc(C(F)(F)F)ccc1-c1cc(C#C[Si](C)(C)C)cnc1OC)C(=O)C1CC1, C1CCOC1, CO, [Na+], C1CCOC1, [OH-], OO. RXN SMILES: [BH3:39].[CH2:1]([CH3:2])[N:3]([C:4](=[O:5])[CH:6]1[CH2:7][CH2:8]1)[CH2:9][c:10]1[c:11](-[c:20]2[c:21]([O:32][CH3:33])[n:22][cH:23][c:24]([C:26]#[C:27][Si:28]([CH3:29])([CH3:30])[CH3:31])[cH:25]2)[cH:12][cH:13][c:14]([C:16]([F:17])([F:18])[F:19])[cH:15]1.[CH2:46]1[O:47][CH2:48][CH2:49][CH2:50]1.[CH3:44][OH:45].[Na+:43].[O:34]1[CH2:35][CH2:36][CH2:37][CH2:38]1.[OH-:42].[OH:40][OH:41]>>[CH2:1]([CH3:2])[N:3]([C:4](=[O:5])[CH:6]1[CH2:7][CH2:8]1)[CH2:9][c:10]1[c:11](-[c:20]2[c:21]([O:32][CH3:33])[n:22][cH:23][c:24]([CH2:26][C:27](=[O:42])[OH:45])[cH:25]2)[cH:12][cH:13][c:14]([C:16]([F:17])([F:18])[F:19])[cH:15]1. Reactants: O=C([O-])[O-], COc1ccccc1OCCCNCCC(C#N)(c1cc(OC)c(OC)c(OC)c1)C(C)C, O=CO, [K+], [K+], O. The product is COc1ccccc1OCCCN(C)CCC(C#N)(c1cc(OC)c(OC)c(OC)c1)C(C)C. As a reaction SMILES: [C:37](=[O:38])([O-:39])[O-:40].[CH:1]([CH3:2])([CH3:3])[C:4]([C:5]#[N:6])([CH2:7][CH2:8][NH:9][CH2:10][CH2:11][CH2:12][O:13][c:14]1[c:15]([O:20][CH3:21])[cH:16][cH:17][cH:18][cH:19]1)[c:22]1[cH:23][c:24]([O:32][CH3:33])[c:25]([O:30][CH3:31])[c:26]([O:28][CH3:29])[cH:27]1.[CH:34]([OH:35])=[O:36].[K+:41].[K+:42].[OH2:43]>>[CH:1]([CH3:2])([CH3:3])[C:4]([C:5]#[N:6])([CH2:7][CH2:8][N:9]([CH2:10][CH2:11][CH2:12][O:13][c:14]1[c:15]([O:20][CH3:21])[cH:16][cH:17][cH:18][cH:19]1)[CH3:34])[c:22]1[cH:23][c:24]([O:32][CH3:33])[c:25]([O:30][CH3:31])[c:26]([O:28][CH3:29])[cH:27]1. Starting materials: [Br-], CCNCC, CCOC(=O)c1[nH]c2ccccc2c1C=O, C1CCOC1, CN(C)CC[P+](c1ccccc1)(c1ccccc1)c1ccccc1, [Li]CCCC, [Li]. Yields the product CCOC(=O)c1[nH]c2ccccc2c1C=CCN(C)C. Reaction SMILES: [Br-:6].[CH2:31]([NH:32][CH2:33][CH3:34])[CH3:35].[CH2:37]([CH3:38])[O:39][C:40](=[O:41])[c:42]1[nH:43][c:44]2[cH:45][cH:46][cH:47][cH:48][c:49]2[c:50]1[CH:51]=[O:52].[CH2:53]1[O:54][CH2:55][CH2:56][CH2:57]1.[CH3:7][N:8]([CH2:9][CH2:10][P+:11]([c:12]1[cH:13][cH:14][cH:15][cH:16][cH:17]1)([c:18]1[cH:19][cH:20][cH:21][cH:22][cH:23]1)[c:24]1[cH:25][cH:26][cH:27][cH:28][cH:29]1)[CH3:30].[Li:1][CH2:2][CH2:3][CH2:4][CH3:5].[Li:36]>>[CH3:7][N:8]([CH2:9][CH:10]=[CH:51][c:50]1[c:42]([C:40]([O:39][CH2:37][CH3:38])=[O:41])[nH:43][c:44]2[cH:45][cH:46][cH:47][cH:48][c:49]21)[CH3:30]. Reactants: C=C (ethylene), C(C)(=O)OC=C (vinyl acetate), C(=C)OC(CCl)=O (monochloroacetic acid vinyl ester), C(C)(=O)OC=C (vinyl acetate), C(=C)OC(CCl)=O (monochloroacetic acid vinyl ester). Conditions: time 6 hour. The product is C(C)(=O)OC=C.C(=C)OC(CCl)=O.C=C (vinyl acetate monochloroacetic acid vinyl ester ethylene). RXN SMILES: [CH2:1]=[CH2:2].[C:3]([O:6][CH:7]=[CH2:8])(=[O:5])[CH3:4].[CH:9]([O:11][C:12](=[O:15])[CH2:13][Cl:14])=[CH2:10]>>[C:3]([O:6][CH:7]=[CH2:8])(=[O:5])[CH3:4].[CH:9]([O:11][C:12](=[O:15])[CH2:13][Cl:14])=[CH2:10].[CH2:1]=[CH2:2] |f:3.4.5|. Procedure: The aqueous copolymer dispersion was prepared in an analogous manner to example 11, but by carrying out the polymerization with a modified monomer mixture at an ethylene pressure of 5 atmospheres. A mixture of 764 g of vinyl acetate and 76 g of monochloroacetic acid vinyl ester was added to the polymerization mixture at room temperature and after the polymerization had started a mixture of 6880 g of vinyl acetate and 688 g of monochloroacetic acid vinyl ester was introduced by pumping over a per... Starting materials: BrC=1C=C(C=C(C1)I)O (3-bromo-5-iodophenol), C(C1=CC=CC=C1)Br (benzyl bromide), C(=O)([O-])[O-].[K+].[K+] (K2CO3). The solvent is CN1CCCC1=O (NMP). Conditions: time 1 hour. The product is C(C1=CC=CC=C1)OC1=CC(=CC(=C1)I)Br (1-(benzyloxy)-3-bromo-5-iodobenzene). Reaction SMILES: [Br:1][C:2]1[CH:3]=[C:4]([OH:9])[CH:5]=[C:6]([I:8])[CH:7]=1.[CH2:10](Br)[C:11]1[CH:16]=[CH:15][CH:14]=[CH:13][CH:12]=1.C([O-])([O-])=O.[K+].[K+]>CN1C(=O)CCC1>[CH2:10]([O:9][C:4]1[CH:5]=[C:6]([I:8])[CH:7]=[C:2]([Br:1])[CH:3]=1)[C:11]1[CH:16]=[CH:15][CH:14]=[CH:13][CH:12]=1 |f:2.3.4|. Procedure details: A mixture of 3-bromo-5-iodophenol (1.40 g, 4.68 mmol), benzyl bromide (0.89 g, 5.20 mmol) and anhydrous K2CO3 (1.44 g, 10.4 mmol) in anhydrous NMP (8 mL) was stirred under argon at +70° C. for 1 hour. The reaction mixture was partitioned between aqueous NH4Cl and hexanes. Aqueous layer was additionally extracted with hexanes and combined organic layers were washed with 1N NaOH, brine, dried over anhydrous MgSO4 and concentrated under reduced pressure to give 1-(benzyloxy)-3-bromo-5-iodobenzene a...